Dataset: the Open Reaction Database (ORD), a public repository of structured organic reaction records. Task: describe an organic reaction: reactants, conditions, products, and yield The reactants are FC=1C(=NC(=NC1)C1=CNC2=NC=C(C=C21)F)NC(CC(=O)O)C2(CCCCC2)C (3-(5-fluoro-2-(5-fluoro-1H-pyrrolo[2,3-b]pyridin-3-yl)pyrimidin-4-ylamino)-3-(1-methylcyclohexyl)propanoic acid), C(=O)O (formic acid), ClC=1C=C2C(=NC1)N(C=C2B2OC(C(O2)(C)C)(C)C)S(=O)(=O)C2=CC=C(C=C2)C (5-chloro-1-(p-tolylsulfonyl)-3-(4,4,5,5-tetramethyl-1,3,2-dioxaborolan-2-yl)pyrrolo[2,3-b]pyridine), FC=1C=C2C(=NC1)N(C=C2B2OC(C(O2)(C)C)(C)C)S(=O)(=O)C2=CC=C(C=C2)C (5-fluoro-1-(p-tolylsulfonyl)-3-(4,4,5,5-tetramethyl-1,3,2-dioxaborolan-2-yl)pyrrolo[2,3-b]pyridine). Run in C(C)#N (ACN). Product: ClC=1C=C2C(=NC1)NC=C2C2=NC=C(C(=N2)NC(CC(=O)O)C2(CCCCC2)C)F ((+/−)-3-(2-(5-Chloro-1H-pyrrolo[2,3-b]pyridin-3-yl)-5-fluoropyrimidin-4-ylamino)-3-(1-methylcyclohexyl)propanoic acid). RXN SMILES: [F:1][C:2]1[C:3]([NH:18][CH:19]([C:24]2([CH3:30])[CH2:29][CH2:28][CH2:27][CH2:26][CH2:25]2)[CH2:20][C:21]([OH:23])=[O:22])=[N:4][C:5]([C:8]2[C:16]3[C:11](=[N:12][CH:13]=[C:14](F)[CH:15]=3)[NH:10][CH:9]=2)=[N:6][CH:7]=1.[Cl:31]C1C=C2C(B3OC(C)(C)C(C)(C)O3)=CN(S(C3C=CC(C)=CC=3)(=O)=O)C2=NC=1.FC1C=C2C(B3OC(C)(C)C(C)(C)O3)=CN(S(C3C=CC(C)=CC=3)(=O)=O)C2=NC=1.C(O)=O>C(#N)C>[Cl:31][C:14]1[CH:15]=[C:16]2[C:8]([C:5]3[N:4]=[C:3]([NH:18][CH:19]([C:24]4([CH3:30])[CH2:29][CH2:28][CH2:27][CH2:26][CH2:25]4)[CH2:20][C:21]([OH:23])=[O:22])[C:2]([F:1])=[CH:7][N:6]=3)=[CH:9][NH:10][C:11]2=[N:12][CH:13]=1. Procedure: Compound 83 was synthesized in a manner similar to 3-(5-fluoro-2-(5-fluoro-1H-pyrrolo[2,3-b]pyridin-3-yl)pyrimidin-4-ylamino)-3-(1-methylcyclohexyl)propanoic acid, 78, using 5-chloro-1-(p-tolylsulfonyl)-3-(4,4,5,5-tetramethyl-1,3,2-dioxaborolan-2-yl)pyrrolo[2,3-b]pyridine instead of boronate ester, 7a: 1H NMR (400 MHz, MeOD) δ 9.05 (d, J=2.1 Hz, 1H), 8.39-8.24 (m, 2H), 8.16 (d, J=4.9 Hz, 1H), 5.23 (d, J=10.4 Hz, 1H), 2.86 (d, J=15.6 Hz, 1H), 2.65 (m, 1H), 1.58 (m, 7H), 1.37 (m, 3H), 1.05 (s, 3H)... Reaction SMILES: [SH:1][C:2]1[S:3][C:4]2[CH:10]=[CH:9][CH:8]=[CH:7][C:5]=2[N:6]=1.[C:11]([NH2:15])(=[O:14])[CH:12]=[CH2:13].S(=O)(=O)(O)O>>[S:3]1[C:4]2[CH:10]=[CH:9][CH:8]=[CH:7][C:5]=2[N:6]=[C:2]1[S:1][CH:12]([CH3:13])[C:11]([NH2:15])=[O:14]. The product is S1C(=NC2=C1C=CC=C2)SC(C(=O)N)C (2-(Benzothiazol-2-ylthio)-propionic acid amide). Reported procedure: A finely powdered mixture of 16.8 g of 2-mercaptobenzothiazole and 7.5 g of acrylic amide is added at 45°-50° in the course of 1 hour to 100 ml 70% sulfuric acid, with stirring. After a further hour at 45°-50°, the rection mixture is poured into ice water. The precipitate is filtered off, washed with water and dried. The obtained 2-(benzthiazol-2-ylthio)-propionic acid amide is recrystallized from ethylacetate and melts at 144°-145°. Starting materials: ice water, SC=1SC2=C(N1)C=CC=C2 (2-mercaptobenzothiazole), C(C=C)(=O)N (acrylic amide), S(O)(O)(=O)=O (sulfuric acid). Reactants: sol., O (H2O), C=C1CCOC2(C1)CCN(CC2)C(=O)OC(C)(C)C (tert-Butyl 4-methylene-1-oxa-9-azaspiro[5.5]undecane-9-carboxylate), I(=O)(=O)(=O)[O-].[Na+] (sodium metaperiodate). The reagents and catalysts are [Os](=O)(=O)(=O)=O (osmium tetroxide), O (water). Run in O1CCOCC1.O (dioxane water). Reaction conditions: time 2 hour. Product: O=C1CCOC2(C1)CCN(CC2)C(=O)OC(C)(C)C (tert-Butyl 4-oxo-1-oxa-9-azaspiro[5.5]undecane-9-carboxylate). The yield is 59.5%. RXN SMILES: C=[C:2]1[CH2:7][C:6]2([CH2:12][CH2:11][N:10]([C:13]([O:15][C:16]([CH3:19])([CH3:18])[CH3:17])=[O:14])[CH2:9][CH2:8]2)[O:5][CH2:4][CH2:3]1.I([O-])(=O)(=O)=[O:21].[Na+].O>O1CCOCC1.O.[Os](=O)(=O)(=O)=O.O>[O:21]=[C:2]1[CH2:7][C:6]2([CH2:12][CH2:11][N:10]([C:13]([O:15][C:16]([CH3:19])([CH3:18])[CH3:17])=[O:14])[CH2:9][CH2:8]2)[O:5][CH2:4][CH2:3]1 |f:1.2,4.5|. Procedure: To a solution of Compound 29a (1.6 g, 5.99 mmol) in a mixture of dioxane-water (32.9 mL and 11 mL respectively) under stirring at r.t. was added a 4% sol. of osmium tetroxide in water (0.762 μL, 0.125 mmol). After 2 h, was added portionwise milled sodium metaperiodate (2.56 g, 12 mmol) affording a suspension that tended to become clear gray from brownish. After 4 h H2O was added, extracting with EtOAc, washing with H2O, drying over Na2SO4, evaporating the solvent to dryness. The residual tawny s... The reactants are NC1=C(C=O)C=CC=N1 (2-aminonicotinaldehyde), N1[C@H](C(=O)O)CCC1 (L-proline), CC(=O)C (acetone). Solvent: CCO (EtOH). Conditions: time 8 hour. The product is crude product, CC1=NC2=NC=CC=C2C=C1 (2-methyl-1,8-naphthyridine). The yield is 887.8%. Reaction SMILES: [NH2:1][C:2]1[N:9]=[CH:8][CH:7]=[CH:6][C:3]=1[CH:4]=O.N1CC[CH2:15][C@H:11]1[C:12](O)=O.CC(C)=O>CCO>[CH3:15][C:11]1[CH:12]=[CH:4][C:3]2[C:2](=[N:9][CH:8]=[CH:7][CH:6]=2)[N:1]=1. Procedure: To a suspension of 2-aminonicotinaldehyde (732 mg, 6 mmol) and L-proline (69 mg, 0.6 mmol) in EtOH (15 mL) was added acetone (1.74 g, 30 mmol). Then the mixture was heated at reflux and stirred for 8 h. The resulting mixture was concentrated under reduced pressure to give a residue, which was washed with water (10 mL) and extracted with DCM (15 mL×3). The combined organic layers were washed with brine (10 mL), dried over anhydrous sodium sulfate, and concentrated under reduced pressure to afford...